Dataset: the Open Reaction Database (ORD), a public repository of structured organic reaction records. Task: describe an organic reaction: reactants, conditions, products, and yield Starting materials: C(C)(C)(C)OC(=O)C1(CCC1)CNS(=O)(=O)C1=CC(=CC=C1)C(=O)N1CCC2(CN\C(\N2)=N/C(=O)C2=NC(=C(N=C2N)N)Cl)CC1 (1-[(3-{2-[(E)-3,5-Diamino-6-chloro-pyrazine-2-carbonylimino]-1,3,8-triaza-spiro[4.5]decane-8-carbonyl}-benzenesulfonylamino)-methyl]-cyclobutanecarboxylic acid tert-butyl ester), O1CCOCC1 (dioxane). Run in Cl (HCl). Conditions: time 1 hour. Product: NC=1C(=NC(=C(N1)N)Cl)C(=O)\N=C/1\NC2(CN1)CCN(CC2)C(=O)C=2C=C(C=CC2)S(=O)(=O)NCC2(CCC2)C(=O)O (1-[(3-{2-[(E)-3,5-Diamino-6-chloro-pyrazine-2-carbonylimino]-1,3,8-triaza-spiro[4.5]decane-8-carbonyl}-benzenesulfonylamino)-methyl]-cyclobutanecarboxylic acid). As a reaction SMILES: C([O:5][C:6]([C:8]1([CH2:12][NH:13][S:14]([C:17]2[CH:22]=[CH:21][CH:20]=[C:19]([C:23]([N:25]3[CH2:46][CH2:45][C:28]4([NH:32]/[C:31](=[N:33]/[C:34]([C:36]5[C:41]([NH2:42])=[N:40][C:39]([NH2:43])=[C:38]([Cl:44])[N:37]=5)=[O:35])/[NH:30][CH2:29]4)[CH2:27][CH2:26]3)=[O:24])[CH:18]=2)(=[O:16])=[O:15])[CH2:11][CH2:10][CH2:9]1)=[O:7])(C)(C)C.O1CCOCC1>Cl>[NH2:42][C:41]1[C:36]([C:34](/[N:33]=[C:31]2/[NH:32][C:28]3([CH2:45][CH2:46][N:25]([C:23]([C:19]4[CH:18]=[C:17]([S:14]([NH:13][CH2:12][C:8]5([C:6]([OH:7])=[O:5])[CH2:9][CH2:10][CH2:11]5)(=[O:15])=[O:16])[CH:22]=[CH:21][CH:20]=4)=[O:24])[CH2:26][CH2:27]3)[CH2:29][NH:30]/2)=[O:35])=[N:37][C:38]([Cl:44])=[C:39]([NH2:43])[N:40]=1. Reported procedure: A suspension of 1-[(3-{2-[(E)-3,5-diamino-6-chloro-pyrazine-2-carbonylimino]-1,3,8-triaza-spiro[4.5]decane-8-carbonyl}-benzenesulfonylamino)-methyl]-cyclobutanecarboxylic acid tert-butyl ester (step 1) (730 mg, 1.080 mmol) in 4N HCl in dioxane (10 ml, 40.0 mmol) was stirred at RT for 1 h. The reaction mixture was partitioned between water and EtOAc and the pH of the aqueous portion was adjusted to 14 by addition of 2N NaOH. The basic aqueous solution was washed with EtOAc and concentrated in vac... The product is CN1N=C(C=2C1=NC=C(C2NC)C(=O)OCC)C (Ethyl 1,3-dimethyl-4-methylamino-1H-pyrazolo[3,4-b]pyridine-5-carboxylate). Isolated yield 57.6%. Conditions: time 8 hour. Reported procedure: A mixture of 1.268 g (5 mmol) of ethyl 4-chloro-1,3-dimethyl-1H-pyrazolo[3,4-b]pyridine-5-carboxylate and 7.5 ml (15 mmol) of methylamine in tetrahydrofuran (2.0 molar solution) was stirred at room temperature overnight and refluxed for 2 hours. The solvent was removed to give a white solid. The solid was dissolved in ethyl acetate and the solution washed with H2O, 1M NaHCO3, brine and dried (Na2SO4). The solvent was removed to give a white solid. Crystallization from ethyl acetate gave 0.715 g ... RXN SMILES: Cl[C:2]1[C:7]([C:8]([O:10][CH2:11][CH3:12])=[O:9])=[CH:6][N:5]=[C:4]2[N:13]([CH3:17])[N:14]=[C:15]([CH3:16])[C:3]=12.[CH3:18][NH2:19]>O1CCCC1.C(OCC)(=O)C>[CH3:17][N:13]1[C:4]2=[N:5][CH:6]=[C:7]([C:8]([O:10][CH2:11][CH3:12])=[O:9])[C:2]([NH:19][CH3:18])=[C:3]2[C:15]([CH3:16])=[N:14]1. The reactants are ClC1=C2C(=NC=C1C(=O)OCC)N(N=C2C)C (ethyl 4-chloro-1,3-dimethyl-1H-pyrazolo[3,4-b]pyridine-5-carboxylate), CN (methylamine). Run in O1CCCC1 (tetrahydrofuran), C(C)(=O)OCC (ethyl acetate). Starting materials: C[Al](C)C, COc1cc(C)nc(NC(=O)O)n1, Cc1nc2cccc(S(N)(=O)=O)c2s1, CC#N, ClCCCl, Cl. Product: COc1cc(C)nc(NC(=O)NS(=O)(=O)c2cccc3nc(C)sc23)n1. RXN SMILES: [CH3:15][Al:16]([CH3:17])[CH3:18].[CH3:19][O:20][c:21]1[n:22][c:23]([NH:28][C:29]([OH:30])=[O:31])[n:24][c:25]([CH3:27])[cH:26]1.[CH3:1][c:2]1[s:3][c:4]2[c:5]([n:6]1)[cH:7][cH:8][cH:9][c:10]2[S:11](=[O:12])(=[O:13])[NH2:14].[CH3:37][C:38]#[N:39].[Cl:33][CH2:34][CH2:35][Cl:36].[ClH:32]>>[CH3:1][c:2]1[s:3][c:4]2[c:5]([n:6]1)[cH:7][cH:8][cH:9][c:10]2[S:11](=[O:12])(=[O:13])[NH:14][C:29]([NH:28][c:23]1[n:22][c:21]([O:20][CH3:19])[cH:26][c:25]([CH3:27])[n:24]1)=[O:30]. Starting materials: ClC1=NC(=NC(=N1)CCC)NCCO (2-[(4-chloro-6-propyl-1,3,5-triazin-2-yl)amino]-ethanol), CN1CCOCC1 (N-methylmorpholine). The solvent is O1CCOCC1 (dioxane). Yields the product O1CCN(CC1)C1=NC(=NC(=N1)CCC)NCCO (2-[(4-morpholino-6-propyl-1,3,5-triazin-2-yl)amino]-ethanol). The yield is 69.1%. Reaction SMILES: Cl[C:2]1[N:7]=[C:6]([CH2:8][CH2:9][CH3:10])[N:5]=[C:4]([NH:11][CH2:12][CH2:13][OH:14])[N:3]=1.C[N:16]1[CH2:21][CH2:20][O:19][CH2:18][CH2:17]1>O1CCOCC1>[O:19]1[CH2:20][CH2:21][N:16]([C:2]2[N:7]=[C:6]([CH2:8][CH2:9][CH3:10])[N:5]=[C:4]([NH:11][CH2:12][CH2:13][OH:14])[N:3]=2)[CH2:17][CH2:18]1. Procedure: 10.83 g (0.05 mole) of 2-[(4-chloro-6-propyl-1,3,5-triazin-2-yl)amino]-ethanol and 15.15 g (0.15 mole) of N-methylmorpholine are mixed in 100 ml of dioxane. The mixture is heated under reflux for 20 hours; it is then cooled and the dioxane is removed under reduced pressure. The residue is dissolved in 200 ml of ethyl acetate. The solution is washed twice with 50 ml of water, dried over sodium sulfate and concentrated. The product crystallizes during the evaporation. 9.23 g of 2-[(4-morpholino-6-...